This data is from the Open Reaction Database (ORD), a public repository of structured organic reaction records. The task is: describe an organic reaction: reactants, conditions, products, and yield The reactants are CC(C)(C)CC1CNC(c2cccc(Cl)c2F)C1(C#N)c1ccc(Cl)cc1F, ClCCl, O=C=Nc1ccncc1. The product is CC(C)(C)CC1CN(C(=O)Nc2ccncc2)C(c2cccc(Cl)c2F)C1(C#N)c1ccc(Cl)cc1F. Reaction SMILES: [Cl:1][c:2]1[c:3]([F:28])[c:4]([CH:8]2[NH:9][CH2:10][CH:11]([CH2:23][C:24]([CH3:25])([CH3:26])[CH3:27])[C:12]2([C:13]#[N:14])[c:15]2[c:16]([F:22])[cH:17][c:18]([Cl:21])[cH:19][cH:20]2)[cH:5][cH:6][cH:7]1.[Cl:38][CH2:39][Cl:40].[N:29](=[C:30]=[O:31])[c:32]1[cH:33][cH:34][n:35][cH:36][cH:37]1>>[Cl:1][c:2]1[c:3]([F:28])[c:4]([CH:8]2[N:9]([C:30]([NH:29][c:32]3[cH:33][cH:34][n:35][cH:36][cH:37]3)=[O:31])[CH2:10][CH:11]([CH2:23][C:24]([CH3:25])([CH3:26])[CH3:27])[C:12]2([C:13]#[N:14])[c:15]2[c:16]([F:22])[cH:17][c:18]([Cl:21])[cH:19][cH:20]2)[cH:5][cH:6][cH:7]1. The reactants are NC=1C=C(C=C2C=C(NC12)C(=O)OCC)OC (ethyl 7-amino-5-methoxy-1H-indole-2-carboxylate), S1C(=CC=C1)S(=O)(=O)Cl (2-thiophenesulfonyl chloride). The solvent is N1=CC=CC=C1 (pyridine). Conditions: time 14 hour. Yields the product COC=1C=C2C=C(NC2=C(C1)NS(=O)(=O)C=1SC=CC1)C(=O)OCC (Ethyl 5-methoxy-7-[(2-thienylsulfonyl)amino]-1H-indole-2-carboxylate). Isolated yield 57.0%. Reaction SMILES: [NH2:1][C:2]1[CH:3]=[C:4]([O:16][CH3:17])[CH:5]=[C:6]2[C:10]=1[NH:9][C:8]([C:11]([O:13][CH2:14][CH3:15])=[O:12])=[CH:7]2.[S:18]1[CH:22]=[CH:21][CH:20]=[C:19]1[S:23](Cl)(=[O:25])=[O:24]>N1C=CC=CC=1>[CH3:17][O:16][C:4]1[CH:5]=[C:6]2[C:10](=[C:2]([NH:1][S:23]([C:19]3[S:18][CH:22]=[CH:21][CH:20]=3)(=[O:25])=[O:24])[CH:3]=1)[NH:9][C:8]([C:11]([O:13][CH2:14][CH3:15])=[O:12])=[CH:7]2. Procedure: To a mixed solution of ethyl 7-amino-5-methoxy-1H-indole-2-carboxylate (0.40 g) and pyridine (10 mL) was added 2-thiophenesulfonyl chloride (0.38 g) under ice-cooling, and the mixture was stirred at room temperature for 14 hr. The reaction mixture was concentrated under reduced pressure, and the residue was diluted with ethyl acetate, washed with aqueous citric acid solution, aqueous sodium hydrogencarbonate solution and brine, dried over anhydrous magnesium sulfate, and concentrated under reduc... The reactants are ( 5 ), N[C@@H](CC1=CC=CC=C1)C(=O)O (Phe), ( 1 ), N[C@@H](CC1=CC=C(C=C1)O)C(=O)O (Tyr), ( 1 ). The product is N[C@@H](CC(C)C)C(=O)O (Leu). Reaction SMILES: [NH2:1][C@H:2]([C:11]([OH:13])=[O:12])[CH2:3][C:4]1[CH:9]=CC(O)=C[CH:5]=1.N[C@H](C(O)=O)CC1C=CC=CC=1>>[NH2:1][C@H:2]([C:11]([OH:13])=[O:12])[CH2:3][CH:4]([CH3:9])[CH3:5]. Reported procedure: 5.36 (5), Tyr; 0.99 (1), Phe; 1.06 (1),